This data is from the Open Reaction Database (ORD), a public repository of structured organic reaction records. The task is: describe an organic reaction: reactants, conditions, products, and yield Reactants: BrC1=CC=C(C=C1)C(C(C(=O)OCC)CC1=CC(=CC=C1)OC(C(F)F)(F)F)O (ethyl (2RS,3RS)-3-(4-bromophenyl)-3-hydroxy-2-[3-(1,1,2,2-tetrafluoroethoxy)benzyl]propanoate), [OH-].[Na+] (sodium hydroxide), Cl (Hydrochloric acid). Run in CO (methanol). Reaction conditions: time 2.5 hour. The product is BrC1=CC=C(C=C1)C(C(C(=O)O)CC1=CC(=CC=C1)OC(C(F)F)(F)F)O ((2RS,3RS)-3-(4-bromophenyl)-3-hydroxy-2-[3-(1,1,2,2-tetrafluoroethoxy)benzyl]propanoic acid). As a reaction SMILES: [Br:1][C:2]1[CH:7]=[CH:6][C:5]([CH:8]([OH:29])[CH:9]([CH2:15][C:16]2[CH:21]=[CH:20][CH:19]=[C:18]([O:22][C:23]([F:28])([F:27])[CH:24]([F:26])[F:25])[CH:17]=2)[C:10]([O:12]CC)=[O:11])=[CH:4][CH:3]=1.[OH-].[Na+].Cl>CO>[Br:1][C:2]1[CH:7]=[CH:6][C:5]([CH:8]([OH:29])[CH:9]([CH2:15][C:16]2[CH:21]=[CH:20][CH:19]=[C:18]([O:22][C:23]([F:28])([F:27])[CH:24]([F:26])[F:25])[CH:17]=2)[C:10]([OH:12])=[O:11])=[CH:4][CH:3]=1 |f:1.2|. Procedure: To a solution of ethyl (2RS,3RS)-3-(4-bromophenyl)-3-hydroxy-2-[3-(1,1,2,2-tetrafluoroethoxy)benzyl]propanoate (19.5 g, 40.7 mmol) in methanol (100 ml) was added 2N aqueous sodium hydroxide solution (40.7 ml, 81.4 mmol) and the mixture was stirred at room temperature for 2.5 hrs. 6N Hydrochloric acid (50 ml) was added to acidify the solution and the mixture was extracted with ethyl acetate (100 ml×2). The extract was washed with water, dried over anhydrous magnesium sulfate and evaporated under ... Starting materials: ClC1=NC=C(C(=N1)Cl)I (2,4-dichloro-5-iodopyrimidine), C(C)(C)N(C(C)C)CC (N,N-diisopropylethylamine), WO2008/155140 A1, Cl (hydrochloric acid). Run in O1CCCC1 (tetrahydrofuran), N1CCCC1 (pyrrolidine). Conditions: time 3 hour. The product is ClC1=NC=C(C(=N1)N1CCCC1)I (2-chloro-5-iodo-4-(pyrrolidin-1-yl)pyrimidine). RXN SMILES: [Cl:1][C:2]1[N:7]=[C:6](Cl)[C:5]([I:9])=[CH:4][N:3]=1.Cl.C([N:14]([CH2:18][CH3:19])[CH:15]([CH3:17])C)(C)C>O1CCCC1.N1CCCC1>[Cl:1][C:2]1[N:7]=[C:6]([N:14]2[CH2:15][CH2:17][CH2:19][CH2:18]2)[C:5]([I:9])=[CH:4][N:3]=1. Reported procedure: To a solution of 2,4-dichloro-5-iodopyrimidine (5.00 g) synthesized according to the method described in WO2008/155140 A1 in tetrahydrofuran (50 mL), N,N-diisopropylethylamine (3.49 mL) and pyrrolidine (1.65 mL) were added under ice cooling, and the mixture was stirred at the same temperature for 3 hours. To the reaction mixture, 1.0 mol/L aqueous hydrochloric acid was added. The solid matter was taken by filtration, washed with water, and then dried under reduced pressure to obtain 2-chloro-5-i...